Dataset: the Open Reaction Database (ORD), a public repository of structured organic reaction records. Task: describe an organic reaction: reactants, conditions, products, and yield Reactants: CN(C)CCN1C(=O)C=2C=CC=C3C2C(=CC(=C3)N)C1=O (amonafide), C([C@@H](O)CC(=O)[O-])(=O)[O-] (L-malate), CN(C)CCN1C(=O)C=2C=CC=C3C2C(=CC(=C3)N)C1=O (amonafide). The product is CN(C)CCN1C(=O)C=2C=CC=C3C2C(=CC(=C3)N)C1=O.C([C@@H](C(=O)O)O)C(=O)O (amonafide L-malate). Yield: 93.0%. Reaction SMILES: [CH3:1][N:2]([CH2:4][CH2:5][N:6]1[C:20](=[O:21])[C:15]2=[CH:16][C:17]([NH2:19])=[CH:18][C:13]3[C:14]2=[C:9]([CH:10]=[CH:11][CH:12]=3)[C:7]1=[O:8])[CH3:3].[C:22]([O-:30])(=[O:29])[C@H:23]([CH2:25][C:26]([O-:28])=[O:27])[OH:24]>>[CH3:3][N:2]([CH2:4][CH2:5][N:6]1[C:20](=[O:21])[C:15]2=[CH:16][C:17]([NH2:19])=[CH:18][C:13]3[C:14]2=[C:9]([CH:10]=[CH:11][CH:12]=3)[C:7]1=[O:8])[CH3:1].[CH2:25]([C:26]([OH:28])=[O:27])[C@H:23]([OH:24])[C:22]([OH:30])=[O:29] |f:2.3|. Procedure details: A batch of amonafide L-malate was prepared in accordance with the method of Example I. The material so obtained was 99.4% chromatographically pure on a 10 gram synthetic scale, consistent with previous findings on the larger scale. The material was then converted to the free base amonafide, as follows: 10 grams of the L-malate salt were dissolved in 100 ml distilled water and titrated with vigorous stirring to pH 7 by the addition of ¼ concentrated ammonium hydroxide. The large mass of yellow ne... Starting materials: CC(=O)O, Cc1cc(OCc2ccc(F)cc2F)c(Cl)c(=O)n1Cc1ccc2c(c1)C(Br)(Br)C(=O)N2, O, [Zn]. The product is Cc1cc(OCc2ccc(F)cc2F)c(Cl)c(=O)n1Cc1ccc2c(c1)CC(=O)N2. Reaction SMILES: [CH3:33][C:34](=[O:35])[OH:36].[Cl:1][c:2]1[c:3](=[O:32])[n:4]([CH2:19][c:20]2[cH:21][c:22]3[c:26]([cH:27][cH:28]2)[NH:25][C:24](=[O:29])[C:23]3([Br:30])[Br:31])[c:5]([CH3:18])[cH:6][c:7]1[O:8][CH2:9][c:10]1[c:11]([F:17])[cH:12][c:13]([F:16])[cH:14][cH:15]1.[OH2:37].[Zn:38]>>[Cl:1][c:2]1[c:3](=[O:32])[n:4]([CH2:19][c:20]2[cH:21][c:22]3[c:26]([cH:27][cH:28]2)[NH:25][C:24](=[O:29])[CH2:23]3)[c:5]([CH3:18])[cH:6][c:7]1[O:8][CH2:9][c:10]1[c:11]([F:17])[cH:12][c:13]([F:16])[cH:14][cH:15]1.